This data is from the Open Reaction Database (ORD), a public repository of structured organic reaction records. The task is: describe an organic reaction: reactants, conditions, products, and yield The reactants are [BH4-], CCO, CC(C)(C)OC(=O)C=Cc1cc(Cl)cnc1N, [Na+], O. Yields the product CC(C)(C)OC(=O)CCc1cc(Cl)cnc1N. RXN SMILES: [BH4-:18].[CH3:21][CH2:22][OH:23].[NH2:1][c:2]1[n:3][cH:4][c:5]([Cl:17])[cH:6][c:7]1[CH:8]=[CH:9][C:10](=[O:11])[O:12][C:13]([CH3:14])([CH3:15])[CH3:16].[Na+:19].[OH2:20]>>[NH2:1][c:2]1[n:3][cH:4][c:5]([Cl:17])[cH:6][c:7]1[CH2:8][CH2:9][C:10](=[O:11])[O:12][C:13]([CH3:14])([CH3:15])[CH3:16]. The reactants are Cc1n[nH]cc1-c1cccc2c(=O)c(-c3ccc(C4(NC(=O)OC(C)(C)C)CCC4)cc3)c(-c3ccccc3)oc12, CO, Cl, O=C(O)C(F)(F)F, NC1(c2ccc(-c3c(-c4ccccc4)oc4ccc(F)cc4c3=O)cc2)CCC1, O. Yields the product Cl, Cc1n[nH]cc1-c1cccc2c(=O)c(-c3ccc(C4(N)CCC4)cc3)c(-c3ccccc3)oc12. Reaction SMILES: [C:30]([O:31][C:32](=[O:33])[NH:36][C:37]1([c:41]2[cH:42][cH:43][c:44](-[c:47]3[c:48](-[c:64]4[cH:65][cH:66][cH:67][cH:68][cH:69]4)[o:49][c:50]4[c:51](-[c:58]5[c:59]([CH3:63])[n:60][nH:61][cH:62]5)[cH:52][cH:53][cH:54][c:55]4[c:56]3=[O:57])[cH:45][cH:46]2)[CH2:38][CH2:39][CH2:40]1)([CH3:34])([CH3:35])[CH3:70].[CH3:79][OH:80].[ClH:78].[F:71][C:72]([F:73])([F:74])[C:75]([OH:76])=[O:77].[NH2:1][C:2]1([c:3]2[cH:4][cH:5][c:6](-[c:7]3[c:8](=[O:9])[c:10]4[c:11]([cH:12][cH:13][c:14]([F:15])[cH:16]4)[o:17][c:18]3-[c:19]3[cH:20][cH:21][cH:22][cH:23][cH:24]3)[cH:25][cH:26]2)[CH2:27][CH2:28][CH2:29]1.[OH2:81]>>[ClH:78].[NH2:36][C:37]1([c:41]2[cH:42][cH:43][c:44](-[c:47]3[c:48](-[c:64]4[cH:65][cH:66][cH:67][cH:68][cH:69]4)[o:49][c:50]4[c:51](-[c:58]5[c:59]([CH3:63])[n:60][nH:61][cH:62]5)[cH:52][cH:53][cH:54][c:55]4[c:56]3=[O:57])[cH:45][cH:46]2)[CH2:38][CH2:39][CH2:40]1. Reaction SMILES: [C:1]([CH3:2])([CH3:3])([CH3:4])[O:5][C:6](=[O:7])[NH:8][CH:9]([CH:10]([OH:11])[CH:12]1[CH2:13][CH2:14][CH2:15][CH2:16][CH2:17]1)[CH2:18][N:19]([C:20](=[O:21])[O:22][CH2:23][CH2:24][Si:25]([CH3:26])([CH3:27])[CH3:28])[CH3:29].[Cl:30][CH2:31][CH2:32][Cl:33]>>[C:1]([CH3:2])([CH3:3])([CH3:4])[O:5][C:6](=[O:7])[NH:8][CH:9]([C:10](=[O:11])[CH:12]1[CH2:13][CH2:14][CH2:15][CH2:16][CH2:17]1)[CH2:18][N:19]([C:20](=[O:21])[O:22][CH2:23][CH2:24][Si:25]([CH3:26])([CH3:27])[CH3:28])[CH3:29]. Yields the product CN(CC(NC(=O)OC(C)(C)C)C(=O)C1CCCCC1)C(=O)OCC[Si](C)(C)C. Reactants: CN(CC(NC(=O)OC(C)(C)C)C(O)C1CCCCC1)C(=O)OCC[Si](C)(C)C, ClCCCl. Reactants: ( 100 ), ClC=1C=C2C=C(C=NC2=CC1)OC1=CC=C(C=C1)O (4-[(6-chloroquinolin-3-yl)oxy]phenol), BrC(C(=O)OCC)(C)C (ethyl 2-bromo-2-methylpropionate), ( c ). Yields the product ClC=1C=C2C=C(C=NC2=CC1)OC1=CC=C(OC(C(=O)OCC)(C)C)C=C1 (Ethyl 2-{4-[(6-chloroquinolin-3-yl)oxy]phenoxy}-2-methylpropionate). As a reaction SMILES: [Cl:1][C:2]1[CH:3]=[C:4]2[C:9](=[CH:10][CH:11]=1)[N:8]=[CH:7][C:6]([O:12][C:13]1[CH:18]=[CH:17][C:16]([OH:19])=[CH:15][CH:14]=1)=[CH:5]2.Br[C:21]([CH3:28])([CH3:27])[C:22]([O:24][CH2:25][CH3:26])=[O:23]>>[Cl:1][C:2]1[CH:3]=[C:4]2[C:9](=[CH:10][CH:11]=1)[N:8]=[CH:7][C:6]([O:12][C:13]1[CH:18]=[CH:17][C:16]([O:19][C:21]([CH3:28])([CH3:27])[C:22]([O:24][CH2:25][CH3:26])=[O:23])=[CH:15][CH:14]=1)=[CH:5]2. Procedure details: Ethyl 2-{4-[(6-chloroquinolin-3-yl)oxy]phenoxy}-2-methylpropionate (13) was prepared from 4-[(6-chloroquinolin-3-yl)oxy]phenol and ethyl 2-bromo-2-methylpropionate following essentially the same procedure as that described in Example 1 part (c). The product, a pale yellow oil, was characterised by mass spectrometry. Mass spectrum (m/e, %): 387 (M+, 13); 385 (M+, 35), 271 (100). Starting materials: CCOC(=O)C1=CN=C(O1)N, C1=CC(=NC=C1[N+](=O)[O-])Cl. The reagents and catalysts are C(=O)([O-])[O-].[Cs+].[Cs+], CC1(C2=C(C(=CC=C2)P(C3=CC=CC=C3)C4=CC=CC=C4)OC5=C1C=CC=C5P(C6=CC=CC=C6)C7=CC=CC=C7)C, C1=CC=C(C=C1)/C=C/C(=O)/C=C/C2=CC=CC=C2.C1=CC=C(C=C1)/C=C/C(=O)/C=C/C2=CC=CC=C2.C1=CC=C(C=C1)/C=C/C(=O)/C=C/C2=CC=CC=C2.[Pd].[Pd]. Run in C1COCCO1. Run at temperature 160 celsius. The product is CCOC(=O)C1=CN=C(O1)NC2=NC=C(C=C2)[N+](=O)[O-]. The yield is 85.6%. Reported procedure: Objective: Test of substrate scope in couple of ester substituted aminooxazole  To an oven-dried microwave vial was added ethyl 2-aminooxazole-5-carboxylate (156 mg, 1.00 mmol), cesium carbonate (651 mg, 2.00 mmol), TRIS(DIBENZYLIDENEACETONE)DIPALLADIUM(0) (22.87 mg, 0.02 mmol) 2-chloro-5-nitropyridine (158 mg, 1.00 mmol) and (9,9-dimethyl-9H-xanthene-4,5-diyl)bis(diphenylphosphine) (43.4 mg, 0.07 mmol) and the vial was capped and purged with nitrogen. dioxane (4 mL) (degassed) was added and the... Starting materials: C(C)(C)(C)C=1C=C(N(N1)C)C(=O)N(C(=O)C=1N(N=C(C1)C(C)(C)C)C)C1=NC(=CC=C1[N+](=O)[O-])C1=C(C=CC=C1)C(F)(F)F (5-tert-butyl-2-methyl-2H-pyrazole-3-carboxylic acid (5-tert-butyl-2-methyl-2H-pyrazole-3-carbonyl)-[3-nitro-6-(2-trifluoromethyl-phenyl)-pyridin-2-yl]-amide). Reagents/catalysts: [Fe] (iron). The solvent is C(C)(=O)O (acetic acid). Conditions: temperature 90 celsius, time 5 minute. Yields the product C(C)(C)(C)C=1C=C(N(N1)C)C=1NC=2C(=NC(=CC2)C2=C(C=CC=C2)C(F)(F)F)N1 (2-(5-tert-butyl-2-methyl-2H-pyrazol-3-yl)-5-(2-trifluoromethyl-phenyl)-1H-imidazo[4,5-b]pyridine). Reaction SMILES: [C:1]([C:5]1[CH:6]=[C:7]([C:11]([N:13]([C:26]2[C:31]([N+:32]([O-])=O)=[CH:30][CH:29]=[C:28]([C:35]3[CH:40]=[CH:39][CH:38]=[CH:37][C:36]=3[C:41]([F:44])([F:43])[F:42])[N:27]=2)C(C2N(C)N=C(C(C)(C)C)C=2)=O)=O)[N:8]([CH3:10])[N:9]=1)([CH3:4])([CH3:3])[CH3:2]>C(O)(=O)C.[Fe]>[C:1]([C:5]1[CH:6]=[C:7]([C:11]2[NH:32][C:31]3[C:26]([N:13]=2)=[N:27][C:28]([C:35]2[CH:40]=[CH:39][CH:38]=[CH:37][C:36]=2[C:41]([F:43])([F:42])[F:44])=[CH:29][CH:30]=3)[N:8]([CH3:10])[N:9]=1)([CH3:3])([CH3:4])[CH3:2]. Procedure details: A solution of 5-tert-butyl-2-methyl-2H-pyrazole-3-carboxylic acid (5-tert-butyl-2-methyl-2H-pyrazole-3-carbonyl)-[3-nitro-6-(2-trifluoromethyl-phenyl)-pyridin-2-yl]-amide (339 mg, 0.554 mmol, prepared as described in the previous step) was taken up in acetic acid (10 mL), treated with iron powder (124 mg, 2.22 mmol), and heated to 90° C. for 15 h. The resulting mixture was concentrated to a volume of 3 mL, treated with saturated aqueous NaHCO3 (75 mL) and extracted twice with EtOAc (75 mL, 40 mL... Starting materials: CSC1=CC=C(C=C1)[N+](=O)[O-] (4-nitrophenyl methyl sulfide), O (water), S(=O)(=O)(Cl)Cl (sulfuryl chloride). Solvent: ClC1=CC=CC=C1 (monochlorobenzene), ClC1=CC=CC=C1 (monochlorobenzene). Reaction conditions: temperature 10 celsius, time 6 hour. The product is [N+](=O)([O-])C1=CC=C(C=C1)S(=O)(=O)Cl (4-nitrobenzenesulfonyl chloride). The yield is 95.2%. RXN SMILES: CS[C:3]1[CH:8]=[CH:7][C:6]([N+:9]([O-:11])=[O:10])=[CH:5][CH:4]=1.O.[S:13]([Cl:17])(Cl)(=[O:15])=[O:14]>ClC1C=CC=CC=1>[N+:9]([C:6]1[CH:7]=[CH:8][C:3]([S:13]([Cl:17])(=[O:15])=[O:14])=[CH:4][CH:5]=1)([O-:11])=[O:10]. Reported procedure: A 2-liter, 4-necked flask equipped with a stirrer, thermometer, condenser and a dropping funnel having a by-pass was charged with 20.4 g (0.10 mole) of 4-nitrophenyl methyl sulfide, 10 g of water and 200 g of monochlorobenzene. Then, 94.5 g (0.70 mole) of sulfuryl chloride was added dropwise at 10° C. over a period of about 2 hours. Thereafter the mixture was stirred at 10° C. for 6 hours to complete the reaction. After completion of the reaction, the oil layer was separated and 10 g of water wa... Reactants: [Al+3], [Cl-], [Cl-], [Cl-], ClCCl, CCCOc1ccc(F)c2c(=O)c(-c3ccc(OC(C)C)cc3OC)c[nH]c12, O. The product is CCCOc1ccc(F)c2c(=O)c(-c3ccc(O)cc3OC)c[nH]c12. As a reaction SMILES: [Al+3:2].[Cl-:1].[Cl-:3].[Cl-:4].[Cl:34][CH2:35][Cl:36].[F:5][c:6]1[c:7]2[c:8](=[O:32])[c:9](-[c:20]3[c:21]([O:30][CH3:31])[cH:22][c:23]([O:26][CH:27]([CH3:28])[CH3:29])[cH:24][cH:25]3)[cH:10][nH:11][c:12]2[c:13]([O:16][CH2:17][CH2:18][CH3:19])[cH:14][cH:15]1.[OH2:33]>>[F:5][c:6]1[c:7]2[c:8](=[O:32])[c:9](-[c:20]3[c:21]([O:30][CH3:31])[cH:22][c:23]([OH:26])[cH:24][cH:25]3)[cH:10][nH:11][c:12]2[c:13]([O:16][CH2:17][CH2:18][CH3:19])[cH:14][cH:15]1.